Dataset: the Open Reaction Database (ORD), a public repository of structured organic reaction records. Task: describe an organic reaction: reactants, conditions, products, and yield Reactants: O=C(n1ccnc1)n1ccnc1, C1CCOC1, NCC(=O)O, NC(=O)c1cccc(N)c1, O. The product is NCC(=O)Nc1cccc(C(N)=O)c1. Reaction SMILES: [C:1]([n:2]1[cH:3][cH:4][n:5][cH:6]1)([n:7]1[cH:8][cH:9][n:10][cH:11]1)=[O:12].[CH2:29]1[O:30][CH2:31][CH2:32][CH2:33]1.[NH2:13][CH2:14][C:15]([OH:16])=[O:17].[NH2:19][c:20]1[cH:21][c:22]([C:23](=[O:24])[NH2:25])[cH:26][cH:27][cH:28]1.[OH2:18]>>[NH2:13][CH2:14][C:15](=[O:17])[NH:19][c:20]1[cH:21][c:22]([C:23](=[O:24])[NH2:25])[cH:26][cH:27][cH:28]1. Reactants: [H-], CI, [Na+], CN(C)C=O, O, CC(C)c1ccc(O)c(C(C)C)c1NC(=O)CN1CCN(CCSc2nc3ccccc3o2)CC1. Yields the product COc1ccc(C(C)C)c(NC(=O)CN2CCN(CCSc3nc4ccccc4o3)CC2)c1C(C)C. Reaction SMILES: [H-:1].[I:38][CH3:39].[Na+:2].[O:40]=[CH:41][N:42]([CH3:43])[CH3:44].[OH2:45].[o:3]1[c:4]([S:12][CH2:13][CH2:14][N:15]2[CH2:16][CH2:17][N:18]([CH2:21][C:22](=[O:23])[NH:24][c:25]3[c:26]([CH:35]([CH3:36])[CH3:37])[c:27]([OH:34])[cH:28][cH:29][c:30]3[CH:31]([CH3:32])[CH3:33])[CH2:19][CH2:20]2)[n:5][c:6]2[c:7]1[cH:8][cH:9][cH:10][cH:11]2>>[o:3]1[c:4]([S:12][CH2:13][CH2:14][N:15]2[CH2:16][CH2:17][N:18]([CH2:21][C:22](=[O:23])[NH:24][c:25]3[c:26]([CH:35]([CH3:36])[CH3:37])[c:27]([O:34][CH3:39])[cH:28][cH:29][c:30]3[CH:31]([CH3:32])[CH3:33])[CH2:19][CH2:20]2)[n:5][c:6]2[c:7]1[cH:8][cH:9][cH:10][cH:11]2. Reactants: FC=1C=C(C=CC1[N+](=O)[O-])[Si](C)(C)C ((3-fluoro-4-nitro-phenyl)-trimethylsilane). Reagents/catalysts: [Pd] (palladium on carbon). Run in IMS, IMS. Conditions: time 4 hour. The product is FC1=C(C=CC(=C1)[Si](C)(C)C)N (2-Fluoro-4-trimethylsilanyl-phenylamine). The yield is 99.7%. As a reaction SMILES: [F:1][C:2]1[CH:3]=[C:4]([Si:11]([CH3:14])([CH3:13])[CH3:12])[CH:5]=[CH:6][C:7]=1[N+:8]([O-])=O>[Pd]>[F:1][C:2]1[CH:3]=[C:4]([Si:11]([CH3:13])([CH3:12])[CH3:14])[CH:5]=[CH:6][C:7]=1[NH2:8]. Reported procedure: A slurry of 10% wt. palladium on carbon (4.0 g) in IMS (25 mL) was added to a solution of (3-fluoro-4-nitro-phenyl)-trimethylsilane (62.0 g, 0.29 mol) in IMS (250 mL) and the reaction mixture flushed with nitrogen five times then hydrogen three times. The reaction mixture was then stirred under 3 bar pressure of hydrogen at room temperature for 4 hours. The reaction mixture was then purged with nitrogen again before filtering through a pad of Celite® with ethyl acetate washings. The filtrate was... Reactants: BrC1=CN=C2N1C=CC(=N2)C(F)(F)F (3-bromo-7-trifluoromethylimidazo[1,2-α]pyrimidine), FC1=C(C=C(C=C1)B1OC(C(O1)(C)C)(C)C)C1=C(C=CC=C1)S(=O)(=O)C (2-(2-fluoro-2′-(methanesulfonyl)biphenyl-5-yl)-4,4,5,5-tetramethyl-[1,3,2]dioxaborolane), C([O-])([O-])=O.[Na+].[Na+] (sodium carbonate). Reagents/catalysts: C=1C=CC(=CC1)[P](C=2C=CC=CC2)(C=3C=CC=CC3)[Pd]([P](C=4C=CC=CC4)(C=5C=CC=CC5)C=6C=CC=CC6)([P](C=7C=CC=CC7)(C=8C=CC=CC8)C=9C=CC=CC9)[P](C=1C=CC=CC1)(C=1C=CC=CC1)C=1C=CC=CC1 (Tetrakis(triphenylphosphine)palladium(0)). Run in O1CCCC1 (tetrahydrofuran). Reaction conditions: temperature 65 celsius. The product is FC1=C(C=C(C=C1)C1=CN=C2N1C=CC(=N2)C(F)(F)F)C2=C(C=CC=C2)S(=O)(=O)C (3-[2-fluoro-2′-(methanesulfonyl)biphenyl-5-yl]-7-trifluoromethylimidazo[1,2-α]pyrimidine). Isolated yield 79.2%. Reaction SMILES: Br[C:2]1[N:6]2[CH:7]=[CH:8][C:9]([C:11]([F:14])([F:13])[F:12])=[N:10][C:5]2=[N:4][CH:3]=1.[F:15][C:16]1[CH:21]=[CH:20][C:19](B2OC(C)(C)C(C)(C)O2)=[CH:18][C:17]=1[C:31]1[CH:36]=[CH:35][CH:34]=[CH:33][C:32]=1[S:37]([CH3:40])(=[O:39])=[O:38].C(=O)([O-])[O-].[Na+].[Na+]>O1CCCC1.C1C=CC([P]([Pd]([P](C2C=CC=CC=2)(C2C=CC=CC=2)C2C=CC=CC=2)([P](C2C=CC=CC=2)(C2C=CC=CC=2)C2C=CC=CC=2)[P](C2C=CC=CC=2)(C2C=CC=CC=2)C2C=CC=CC=2)(C2C=CC=CC=2)C2C=CC=CC=2)=CC=1>[F:15][C:16]1[CH:21]=[CH:20][C:19]([C:2]2[N:6]3[CH:7]=[CH:8][C:9]([C:11]([F:14])([F:13])[F:12])=[N:10][C:5]3=[N:4][CH:3]=2)=[CH:18][C:17]=1[C:31]1[CH:36]=[CH:35][CH:34]=[CH:33][C:32]=1[S:37]([CH3:40])(=[O:39])=[O:38] |f:2.3.4,^1:55,57,76,95|. Procedure: A stirred mixture of 3-bromo-7-trifluoromethylimidazo[1,2-α]pyrimidine (0.1073 g, 0.403 mmol) and 2-(2-fluoro-2′-(methanesulfonyl)biphenyl-5-yl)-4,4,5,5-tetramethyl-[1,3,2]dioxaborolane (228 mg, 0.607 mmol) in tetrahydrofuran (5 ml) and 2M aqueous sodium carbonate (containing 1 ml/l of 40 wt % tetrabutylammonium hydroxide in water) (0.605 ml, 1.21 mmol) was degassed by bubbling nitrogen through the mixture for 15 min. Tetrakis(triphenylphosphine)palladium(0) (24.6 mg, 0.0213 mmol) was then added... Reactants: CO, CCOC(C)=O, N#C[Cu], COc1cc(N2CCN(C(=O)Cn3nc(I)c(Cl)c3C)CC2)ccc1Cl, CN(C)C=O. Product: COc1cc(N2CCN(C(=O)Cn3nc(C#N)c(Cl)c3C)CC2)ccc1Cl. As a reaction SMILES: [CH3:30][OH:31].[CH3:32][CH2:33][O:34][C:35]([CH3:36])=[O:37].[Cu:27][C:28]#[N:29].[I:1][c:2]1[n:3][n:4]([CH2:9][C:10](=[O:11])[N:12]2[CH2:13][CH2:14][N:15]([c:18]3[cH:19][c:20]([O:25][CH3:26])[c:21]([Cl:24])[cH:22][cH:23]3)[CH2:16][CH2:17]2)[c:5]([CH3:8])[c:6]1[Cl:7].[O:38]=[CH:39][N:40]([CH3:41])[CH3:42]>>[c:2]1([C:28]#[N:29])[n:3][n:4]([CH2:9][C:10](=[O:11])[N:12]2[CH2:13][CH2:14][N:15]([c:18]3[cH:19][c:20]([O:25][CH3:26])[c:21]([Cl:24])[cH:22][cH:23]3)[CH2:16][CH2:17]2)[c:5]([CH3:8])[c:6]1[Cl:7]. The reactants are CC(=O)c1ccc2c(c1)C13CC2c2ccccc2C1CN(CC1CCCC1)C3, ClCCl, CCO, Cl, NO, [Na+], [OH-], O. Yields the product CC(=NO)c1ccc2c(c1)C13CC2c2ccccc2C1CN(CC1CCCC1)C3. RXN SMILES: [C:1]([CH3:2])(=[O:3])[c:4]1[cH:5][cH:6][c:7]2[c:8]([cH:28]1)[C:9]13[CH:10]([CH2:11][N:12]([CH2:14][CH:15]4[CH2:16][CH2:17][CH2:18][CH2:19]4)[CH2:13]1)[c:20]1[c:21]([cH:24][cH:25][cH:26][cH:27]1)[CH:22]2[CH2:23]3.[CH2:34]([Cl:35])[Cl:36].[CH3:37][CH2:38][OH:39].[ClH:29].[NH2:30][OH:31].[Na+:33].[OH-:32].[OH2:40]>>[C:1]([CH3:2])([c:4]1[cH:5][cH:6][c:7]2[c:8]([cH:28]1)[C:9]13[CH:10]([CH2:11][N:12]([CH2:14][CH:15]4[CH2:16][CH2:17][CH2:18][CH2:19]4)[CH2:13]1)[c:20]1[c:21]([cH:24][cH:25][cH:26][cH:27]1)[CH:22]2[CH2:23]3)=[N:30][OH:31]. The reactants are Cl (HCl), [OH-].[Na+] (NaOH), C(C)O (ethanol), O (water), C1(=CC=CC=C1)N=C(C=1C(C(=O)O)=C(C(C(=O)O)=C(C(O)=NC2=CC=CC=C2)C1OC1=CC=C(C=C1)OCCCCCCCCCCCC)OC1=CC=C(C=C1)OCCCCCCCCCCCC)O (N,N'-diphenyl-3,6-bis[4-(n-dodecyloxy)phenyloxy]pyromellitic diimide). Yields the product C(CCCCCCCCCCC)OC1=CC=C(C=C1)OC1=C(C(C(=O)O)=C(C(=C1C(=O)O)C(=O)O)OC1=CC=C(C=C1)OCCCCCCCCCCCC)C(=O)O (3,6-bis[4-(n-dodecyloxy)phenyloxy]pyromellitic acid). As a reaction SMILES: [OH-:1].[Na+].[CH2:3](O)[CH3:4].C1(N=[C:13]([OH:75])[C:14]2[C:15](=[C:19]([O:55][C:56]3[CH:61]=[CH:60][C:59]([O:62][CH2:63][CH2:64][CH2:65][CH2:66][CH2:67][CH2:68]CCCCCC)=[CH:58][CH:57]=3)[C:20](=[C:24]([C:34]=2[O:35][C:36]2[CH:41]=[CH:40][C:39]([O:42][CH2:43][CH2:44][CH2:45][CH2:46]CCCCCCCC)=[CH:38][CH:37]=2)[C:25](=NC2C=CC=CC=2)[OH:26])[C:21]([OH:23])=[O:22])[C:16]([OH:18])=[O:17])C=CC=CC=1.Cl.[OH2:77]>>[CH2:43]([O:42][C:39]1[CH:38]=[CH:37][C:36]([O:35][C:34]2[C:14]([C:13]([OH:1])=[O:75])=[C:15]([C:16]([OH:18])=[O:17])[C:19]([O:55][C:56]3[CH:57]=[CH:58][C:59]([O:62][CH2:63][CH2:64][CH2:65][CH2:66][CH2:67][CH2:68][CH2:38][CH2:37][CH2:36][CH2:41][CH2:3][CH3:4])=[CH:60][CH:61]=3)=[C:20]([C:21]([OH:23])=[O:22])[C:24]=2[C:25]([OH:26])=[O:77])=[CH:41][CH:40]=1)[CH2:44][CH2:45][CH2:46][CH2:25][CH2:24][CH2:34][CH2:14][CH2:15][CH2:19][CH2:20][CH3:21] |f:0.1|. Reported procedure: Into 150 ml of 10% NaOH solution made from 1:1 (v:v) mixture of ethanol and water were dissolved 2 g of N,N'-diphenyl-3,6-bis[4-(n-dodecyloxy)phenyloxy]pyromellitic diimide obtained from above. This solution was refluxed for 72 hr under nitrogen atmosphere and then cooled to ambient temperature. When it was neutralized with 5% aqueous HCl, white precipitates were formed. These precipitates were filtered, air-dried and recrystallized from 1:1 (v:v) mixture of hexane and ethyl acetate to obtain 3,... Reactants: N1(C=NC=C1)CCCN (3-Imidazol-1-yl-propylamine), OC1=C(C=O)C=C(C=C1)C (2-Hydroxy-5-methyl-benzaldehyde), C[Si](C)(C)N=[N+]=[N-] (Trimethylsilylazide), ClC1=CC=C(C=C1)C[N+]#[C-] (1-Chloro-4-isocyanomethyl-benzene). Run in CO (methanol). Run at time 48 hour. Product: ClC1=CC=C(CN2N=NN=C2C(C2=C(C=CC(=C2)C)O)NCCCN2C=NC=C2)C=C1 (2-[[1-(4-Chloro-benzyl)-1H-tetrazol-5-yl]-(3-imidazol-1-yl-propylamino)-methyl]-4-methyl-phenol). Reaction SMILES: [N:1]1([CH2:6][CH2:7][CH2:8][NH2:9])[CH:5]=[CH:4][N:3]=[CH:2]1.[OH:10][C:11]1[CH:18]=[CH:17][C:16]([CH3:19])=[CH:15][C:12]=1[CH:13]=O.C[Si]([N:24]=[N+:25]=[N-:26])(C)C.[Cl:27][C:28]1[CH:33]=[CH:32][C:31]([CH2:34][N+:35]#[C-:36])=[CH:30][CH:29]=1>CO>[Cl:27][C:28]1[CH:33]=[CH:32][C:31]([CH2:34][N:35]2[C:36]([CH:13]([NH:9][CH2:8][CH2:7][CH2:6][N:1]3[CH:5]=[CH:4][N:3]=[CH:2]3)[C:12]3[CH:15]=[C:16]([CH3:19])[CH:17]=[CH:18][C:11]=3[OH:10])=[N:26][N:25]=[N:24]2)=[CH:30][CH:29]=1. Procedure: 3-Imidazol-1-yl-propylamine (1 mmol) and 2-Hydroxy-5-methyl-benzaldehyde (1 mmol) were combined in methanol (2 ml, dry). After 2 hours Trimethylsilylazide (5 mmol) and 1-Chloro-4-isocyanomethyl-benzene (1 mmol) was added. The reaction was stirred at room temperature for 48 h. After evaporation of the solvent the residue was purified with chromatographic methods. The reactants are Cl.ClC1=CC=C(C=C1)C1(CCN(CC1)C(CC(C(=O)C1=CC=CC=C1)F)F)O (γ-[4-(p-chlorophenyl)-4-hydroxypiperidin-1-yl]-2,4-difluorobutyrophenone hydrochloride), aqueous solution, CNC (dimethylamine), CS(=O)C (dimethylsulfoxide). The solvent is O (water). Run at time 1 hour. Yields the product ClC1=CC=C(C=C1)C1(CCN(CC1)C(CC(C(=O)C1=CC=CC=C1)F)N(C)C)O (γ-[4-(p-chlorophenyl)-4-hydroxypiperidin-1-yl]-4-dimethylamino-2-fluorobutyrophenone). Reaction SMILES: Cl.[Cl:2][C:3]1[CH:8]=[CH:7][C:6]([C:9]2([OH:28])[CH2:14][CH2:13][N:12]([CH:15](F)[CH2:16][CH:17]([F:26])[C:18]([C:20]3[CH:25]=[CH:24][CH:23]=[CH:22][CH:21]=3)=[O:19])[CH2:11][CH2:10]2)=[CH:5][CH:4]=1.[CH3:29][NH:30][CH3:31].CS(C)=O>O>[Cl:2][C:3]1[CH:8]=[CH:7][C:6]([C:9]2([OH:28])[CH2:14][CH2:13][N:12]([CH:15]([N:30]([CH3:31])[CH3:29])[CH2:16][CH:17]([F:26])[C:18]([C:20]3[CH:25]=[CH:24][CH:23]=[CH:22][CH:21]=3)=[O:19])[CH2:11][CH2:10]2)=[CH:5][CH:4]=1 |f:0.1|. Reported procedure: A mixture of γ-[4-(p-chlorophenyl)-4-hydroxypiperidin-1-yl]-2,4-difluorobutyrophenone hydrochloride (2.0 g), 40 % aqueous solution of dimethylamine (10.0 g) and dimethylsulfoxide (30 ml) was stirred at room temperature for 1 hour. The reaction mixture was poured into cold water (200 ml). The precipitate was filtered and recrystallized from aqueous ethanol to yield γ-[4-(p-chlorophenyl)-4-hydroxypiperidin-1-yl]-4-dimethylamino-2-fluorobutyrophenone. M.P. 160° to 163°C.